This data is from the Open Reaction Database (ORD), a public repository of structured organic reaction records. The task is: describe an organic reaction: reactants, conditions, products, and yield The yield is 115.2%. As a reaction SMILES: C(OC([N:8]1[CH2:14][CH2:13][C:12](=[O:15])[N:11]([CH2:16][CH2:17][CH2:18][CH2:19][N:20]([CH:24]2[CH2:33][CH2:32][C:31]3[C:26](=[CH:27][C:28]([O:34][CH3:35])=[CH:29][CH:30]=3)[CH2:25]2)[CH2:21][CH2:22][CH3:23])[CH2:10][CH2:9]1)=O)(C)(C)C.FC(F)(F)C(O)=O.Cl>C(Cl)Cl.C(OCC)C>[CH3:35][O:34][C:28]1[CH:27]=[C:26]2[C:31]([CH2:32][CH2:33][CH:24]([N:20]([CH2:21][CH2:22][CH3:23])[CH2:19][CH2:18][CH2:17][CH2:16][N:11]3[C:12](=[O:15])[CH2:13][CH2:14][NH:8][CH2:9][CH2:10]3)[CH2:25]2)=[CH:30][CH:29]=1. The product is COC1=CC=C2CCC(CC2=C1)N(CCCCN1CCNCCC1=O)CCC (4-{4-[(7-Methoxy-1,2,3,4-tetrahydro-naphthalen-2-yl)-propyl-amino]-butyl}-[1,4]diazepan-5-one). Procedure details: To 4-{4-[(7-methoxy-1,2,3,4-tetrahydro-naphthalen-2-yl)-propyl-amino]-butyl)-5-oxo-[1,4]diazepane-1-carboxylic acid tert-butyl ester (800 mg, 1.64 mmol) in methylene chloride (15 mL) was added trifluoroacetic acid (5 mL) in a single portion and the reaction was stirred at room temperature for 30 min. The mixture was concentrated to dryness in-vacuo, dissolved in water (40 mL) and treated with 15% aq. KOH (20 mL). The solution was extracted with ethyl acetate, washed with brine, dried (MgSO4) and... Run in C(Cl)Cl (methylene chloride), CCOCC (ether), C(C)OCC (diethyl ether). Starting materials: C(C)(C)(C)OC(=O)N1CCN(C(CC1)=O)CCCCN(CCC)C1CC2=CC(=CC=C2CC1)OC (4-{4-[(7-methoxy-1,2,3,4-tetrahydro-naphthalen-2-yl)-propyl-amino]-butyl)-5-oxo-[1,4]diazepane-1-carboxylic acid tert-butyl ester), FC(C(=O)O)(F)F (trifluoroacetic acid), Cl (HCl), base. Conditions: time 30 minute. The reactants are ClCCl, COc1cc2c(Oc3cc(C)c(C)nc3-c3nc(C)c(C)s3)ccnc2cc1OCC1CO1, [Na+], [OH-], O, O=C(O)C(F)(F)F. Product: COc1cc2c(Oc3cc(C)c(C)nc3-c3nc(C)c(C)s3)ccnc2cc1OCC(O)CO. As a reaction SMILES: [CH2:44]([Cl:45])[Cl:46].[CH3:1][c:2]1[n:3][c:4](-[c:8]2[n:9][c:10]([CH3:33])[c:11]([CH3:32])[cH:12][c:13]2[O:14][c:15]2[cH:16][cH:17][n:18][c:19]3[cH:20][c:21]([O:27][CH2:28][CH:29]4[O:30][CH2:31]4)[c:22]([O:25][CH3:26])[cH:23][c:24]23)[s:5][c:6]1[CH3:7].[Na+:42].[OH-:41].[OH2:43].[OH:34][C:35]([C:36]([F:37])([F:38])[F:39])=[O:40]>>[CH3:1][c:2]1[n:3][c:4](-[c:8]2[n:9][c:10]([CH3:33])[c:11]([CH3:32])[cH:12][c:13]2[O:14][c:15]2[cH:16][cH:17][n:18][c:19]3[cH:20][c:21]([O:27][CH2:28][CH:29]([OH:30])[CH2:31][OH:34])[c:22]([O:25][CH3:26])[cH:23][c:24]23)[s:5][c:6]1[CH3:7]. Reactants: C(C)(C)(C)OC(=O)NCCOC(CC1=C(C=CC=C1)NC1=C(C=CC=C1Cl)Cl)=O ([2-(2,6-Dichloro-phenylamino)-phenyl]-acetic acid 2-tert-butoxycarbonylamino-ethyl ester), C(=O)(C(F)(F)F)O (TFA). Run in C(Cl)Cl (DCM). Reaction conditions: time 16 hour. Product: NCCOC(CC1=C(C=CC=C1)NC1=C(C=CC=C1Cl)Cl)=O ([2-(2,6-Dichloro-phenylamino)-phenyl]-acetic acid 2-amino-ethyl ester). Yield: 24.4%. Reaction SMILES: C(OC([NH:8][CH2:9][CH2:10][O:11][C:12](=[O:29])[CH2:13][C:14]1[CH:19]=[CH:18][CH:17]=[CH:16][C:15]=1[NH:20][C:21]1[C:26]([Cl:27])=[CH:25][CH:24]=[CH:23][C:22]=1[Cl:28])=O)(C)(C)C.C(O)(C(F)(F)F)=O>C(Cl)Cl>[NH2:8][CH2:9][CH2:10][O:11][C:12](=[O:29])[CH2:13][C:14]1[CH:19]=[CH:18][CH:17]=[CH:16][C:15]=1[NH:20][C:21]1[C:26]([Cl:27])=[CH:25][CH:24]=[CH:23][C:22]=1[Cl:28]. Procedure: To a stirred solution of [2-(2,6-Dichloro-phenylamino)-phenyl]-acetic acid 2-tert-butoxycarbonylamino-ethyl ester 4 (5.3 g, 0.01 mol) in DCM (50 mL) was added TFA (5.3 mL) at 0° C. The resulting mixture was stirred at room temperature for 16 h. Reaction was monitored by TLC. After completion, reaction mixture was concentrated under reduced pressure. The residue was neutralized with aq sodium bicarbonate and extracted with DCM (2×50 mL). Combined organic layer was dried over anhy Na2SO4 and evapo... Reactants: C1COCCO1, FC(F)Cl, Oc1cnc(Cl)c(Cl)c1, [Na+], [OH-], O. The product is FC(F)Oc1cnc(Cl)c(Cl)c1. RXN SMILES: [CH2:16]1[O:17][CH2:18][CH2:19][O:20][CH2:21]1.[Cl:1][CH:2]([F:3])[F:4].[Cl:5][c:6]1[cH:7][c:8]([OH:13])[cH:9][n:10][c:11]1[Cl:12].[Na+:15].[OH-:14].[OH2:22]>>[CH:2]([F:3])([F:4])[O:13][c:8]1[cH:7][c:6]([Cl:5])[c:11]([Cl:12])[n:10][cH:9]1. The reactants are O.NN (hydrazine hydrate), CN1C(N(C=C1C)N=CC=1C=NC=CC1)=O (3,4-dimethyl-1-(pyridin-3-ylmethyleneamino)-2,3-dihydroimidazol-2-one). The product is NN1C(N(C(=C1)C)C)=O (1-Amino-3,4-dimethyl-1,3-dihydroimidazol-2-one). The solvent is CO (methanol). Reported procedure: 2 g of hydrazine hydrate are added to a solution of 2 g of 3,4-dimethyl-1-(pyridin-3-ylmethyleneamino)-2,3-dihydroimidazol-2-one in 12 ml of methanol and the suspension is boiled under reflux for 6 hours, then concentrated by evaporation and chromatographed on silica gel. 1 g of pyridine-3-carbaldehyde hydrazone and 0.7 g of the title compound having a melting point of 115-119° are thus obtained. RXN SMILES: O.NN.[CH3:4][N:5]1[C:9]([CH3:10])=[CH:8][N:7]([N:11]=CC2C=NC=CC=2)[C:6]1=[O:19]>CO>[NH2:11][N:7]1[CH:8]=[C:9]([CH3:10])[N:5]([CH3:4])[C:6]1=[O:19] |f:0.1|. Starting materials: CC(C)N(Cc1ccc(Br)cc1)C(C)C, C1CCOC1, [Li]CCCC, CON(C)C(=O)C1CCN(C(c2ccccc2)(c2ccccc2)c2ccccc2)CC1, [Cl-], [NH4+]. Yields the product CC(C)N(Cc1ccc(C(=O)C2CCN(C(c3ccccc3)(c3ccccc3)c3ccccc3)CC2)cc1)C(C)C. As a reaction SMILES: [Br:1][c:2]1[cH:3][cH:4][c:5]([CH2:6][N:7]([CH:8]([CH3:9])[CH3:10])[CH:11]([CH3:12])[CH3:13])[cH:14][cH:15]1.[CH2:54]1[O:55][CH2:56][CH2:57][CH2:58]1.[CH3:16][CH2:17][CH2:18][CH2:19][Li:20].[CH3:21][N:22]([O:23][CH3:24])[C:25](=[O:26])[CH:27]1[CH2:28][CH2:29][N:30]([C:33]([c:34]2[cH:35][cH:36][cH:37][cH:38][cH:39]2)([c:40]2[cH:41][cH:42][cH:43][cH:44][cH:45]2)[c:46]2[cH:47][cH:48][cH:49][cH:50][cH:51]2)[CH2:31][CH2:32]1.[Cl-:52].[NH4+:53]>>[c:2]1([C:25](=[O:26])[CH:27]2[CH2:28][CH2:29][N:30]([C:33]([c:34]3[cH:35][cH:36][cH:37][cH:38][cH:39]3)([c:40]3[cH:41][cH:42][cH:43][cH:44][cH:45]3)[c:46]3[cH:47][cH:48][cH:49][cH:50][cH:51]3)[CH2:31][CH2:32]2)[cH:3][cH:4][c:5]([CH2:6][N:7]([CH:8]([CH3:9])[CH3:10])[CH:11]([CH3:12])[CH3:13])[cH:14][cH:15]1. Product: CCCn1c(C)c(C(=O)OCC)c(NC)cc1=O. Reactants: CCCn1c(C)c(C(=O)OCC)c(Cl)cc1=O, CN, CCO. As a reaction SMILES: [CH2:1]([CH3:2])[O:3][C:4](=[O:5])[c:6]1[c:7]([CH3:17])[n:8]([CH2:14][CH2:15][CH3:16])[c:9](=[O:13])[cH:10][c:11]1[Cl:12].[CH3:18][NH2:19].[CH3:20][CH2:21][OH:22]>>[CH2:1]([CH3:2])[O:3][C:4](=[O:5])[c:6]1[c:7]([CH3:17])[n:8]([CH2:14][CH2:15][CH3:16])[c:9](=[O:13])[cH:10][c:11]1[NH:19][CH3:18]. Starting materials: N1(CCOCC1)C=1C2=C(N=C(N1)NC=1C(=CC=CC1)N)C=C(S2)CN2CC(C2)N2CCOCC2 (N-[4-morpholin-4-yl-6-(3-morpholin-4-yl-azetidin-1-ylmethyl)thieno[3,2-d]pyrimidin-2-yl]benzene-1,2-diamine), C(C)(=O)O (acetic acid). Run at temperature 120 celsius. Yields the product CC1=NC2=C(N1C=1N=C(C3=C(N1)C=C(S3)CN3CC(C3)N3CCOCC3)N3CCOCC3)C=CC=C2 (4-(1-((2-(2-methyl-1H-benzo[d]imidazol-1-yl)-4-morpholinothieno[3,2-d]pyrimidin-6-yl)methyl)azetidin-3-yl)morpholine). Isolated yield 43.0%. RXN SMILES: [N:1]1([C:7]2[C:8]3[S:23][C:22]([CH2:24][N:25]4[CH2:28][CH:27]([N:29]5[CH2:34][CH2:33][O:32][CH2:31][CH2:30]5)[CH2:26]4)=[CH:21][C:9]=3[N:10]=[C:11]([NH:13][C:14]3[C:15]([NH2:20])=[CH:16][CH:17]=[CH:18][CH:19]=3)[N:12]=2)[CH2:6][CH2:5][O:4][CH2:3][CH2:2]1.[C:35](O)(=O)[CH3:36]>>[CH3:35][C:36]1[N:13]([C:11]2[N:12]=[C:7]([N:1]3[CH2:6][CH2:5][O:4][CH2:3][CH2:2]3)[C:8]3[S:23][C:22]([CH2:24][N:25]4[CH2:28][CH:27]([N:29]5[CH2:30][CH2:31][O:32][CH2:33][CH2:34]5)[CH2:26]4)=[CH:21][C:9]=3[N:10]=2)[C:14]2[CH:19]=[CH:18][CH:17]=[CH:16][C:15]=2[N:20]=1. Procedure: A mixture of N-[4-morpholin-4-yl-6-(3-morpholin-4-yl-azetidin-1-ylmethyl)thieno[3,2-d]pyrimidin-2-yl]benzene-1,2-diamine (100 mg, 0.21 mmol) and glacial acetic acid (0.5 mL) was heated at 120° C. for 3 h. The reaction mixture was cooled to ambient temperature and loaded onto an Isolute® SCX-2 cartridge (10 g). The cartridge was then washed with MeOH and the desired product was subsequently eluted using 2 M NH3 in MeOH. The product was collected and concentrated in vacuo. The resultant residue wa... Reactants: [N+](=O)([O-])C=1C=C(C(=CC1)NCCC)C=1OC2=C(N1)C=C(C=C2)C=2SC1=C(C2)C=CC=C1 (2-(3-nitro-6-propylaminophenyl)-5-(2-benzothiophenyl)benzoxazole). The reagents and catalysts are [Zn] (zinc). Yields the product NC=1C=C(C(=CC1)NCCC)C=1OC2=C(N1)C=C(C=C2)C=2SC1=C(C2)C=CC=C1 (2-(3-Amino-6-propylaminophenyl)-5-(2-benzothiophenyl)benzoxazole). Reaction SMILES: [N+:1]([C:4]1[CH:5]=[C:6]([C:14]2[O:15][C:16]3[CH:22]=[CH:21][C:20]([C:23]4[S:24][C:25]5[CH:31]=[CH:30][CH:29]=[CH:28][C:26]=5[CH:27]=4)=[CH:19][C:17]=3[N:18]=2)[C:7]([NH:10][CH2:11][CH2:12][CH3:13])=[CH:8][CH:9]=1)([O-])=O>[Zn]>[NH2:1][C:4]1[CH:5]=[C:6]([C:14]2[O:15][C:16]3[CH:22]=[CH:21][C:20]([C:23]4[S:24][C:25]5[CH:31]=[CH:30][CH:29]=[CH:28][C:26]=5[CH:27]=4)=[CH:19][C:17]=3[N:18]=2)[C:7]([NH:10][CH2:11][CH2:12][CH3:13])=[CH:8][CH:9]=1. Procedure: Prepared by the method of Example 47b), from 2-(3-nitro-6-propylaminophenyl)-5-(2-benzothiophenyl)benzoxazole (386 mg, 0.90 mmol) and zinc (589 mg, 9.0 mmol) the subtitle compound was obtained (154 mg, 100%). MS 400.3 m/z (M+H)+. Starting materials: COc1ccc(CN(Cc2ccc(OC)cc2)c2ncc(-c3nc(N4CCOCC4)nc4c3CCN4c3ccncc3)cn2)cc1, O=C(O)C(F)(F)F, O=S(=O)(O)O. Yields the product Nc1ncc(-c2nc(N3CCOCC3)nc3c2CCN3c2ccncc2)cn1. As a reaction SMILES: [CH3:1][O:2][c:3]1[cH:4][cH:5][c:6]([CH2:7][N:8]([c:9]2[n:10][cH:11][c:12](-[c:15]3[c:16]4[c:17]([n:18][c:19]([N:21]5[CH2:22][CH2:23][O:24][CH2:25][CH2:26]5)[n:20]3)[N:27]([c:30]3[cH:31][cH:32][n:33][cH:34][cH:35]3)[CH2:28][CH2:29]4)[cH:13][n:14]2)[CH2:36][c:37]2[cH:38][cH:39][c:40]([O:41][CH3:42])[cH:43][cH:44]2)[cH:45][cH:46]1.[F:47][C:48]([F:49])([F:50])[C:51]([OH:52])=[O:53].[S:54](=[O:55])(=[O:56])([OH:57])[OH:58]>>[NH2:8][c:9]1[n:10][cH:11][c:12](-[c:15]2[c:16]3[c:17]([n:18][c:19]([N:21]4[CH2:22][CH2:23][O:24][CH2:25][CH2:26]4)[n:20]2)[N:27]([c:30]2[cH:31][cH:32][n:33][cH:34][cH:35]2)[CH2:28][CH2:29]3)[cH:13][n:14]1.